From a dataset of the Open Reaction Database (ORD), a public repository of structured organic reaction records. describe an organic reaction: reactants, conditions, products, and yield The reactants are BrC(C(=O)OCC)C (ethyl 2-bromopropionate), C(C)(C)O (isopropanol), [Na] (Sodium), C(C)(C)O (isopropyl alcohol), ( 150 ), O (water), [OH-].[Na+] (sodium hydroxide). Reaction conditions: temperature 60 celsius, time 8 hour. The product is CC(C)OC(C(=O)O)C (2-(1-methylethoxy)propanoic acid). As a reaction SMILES: [Na].Br[CH:3]([CH3:9])[C:4]([O:6]CC)=[O:5].O.[OH-].[Na+].[CH:13]([OH:16])([CH3:15])[CH3:14]>>[CH3:14][CH:13]([O:16][CH:3]([CH3:9])[C:4]([OH:6])=[O:5])[CH3:15] |f:3.4,^1:0|. Reported procedure: A 500 milliliter, 3-neck flask equipped with a magnetic stirrer, thermometer, addition funnel, condenser and nitrogen bubbler was charged with 250 milliliters of dry isopropyl alcohol. Sodium metal (7.1 grams, 0.31 mole) in small pieces was added and the solution was heated to reflux to complete the reaction. After cooling to 60° C., 54.3 grams (0.30 mole) of ethyl 2-bromopropionate in 50 milliliters of isopropanol was added dropwise over a 20 minute period, and then the solution was refluxed fo... Starting materials: C(C1=CC=CC=C1)=C1C[C@H](N(C1)C(=O)OC(C)(C)C)C(=O)O ((2S,4EZ)-4-benzylidene-1-(tert-butoxycarbonyl)-2-pyrrolidinecarboxylic acid), C1(=CC=CC=C1)C(C(=O)Cl)C1=CC=CC=C1 (diphenylacetyl chloride), C(C)N(CCN)CC (N1,N1-diethyl-1,2-ethanediamine). The product is C(C1=CC=CC=C1)=C1C[C@H](N(C1)C(C(C1=CC=CC=C1)C1=CC=CC=C1)=O)C(=O)NCCN(CC)CC ((2S,4EZ)-4-benzylidene-N-[2-(diethylamino)ethyl]-1-(diphenylacetyl)-2-pyrrolidinecarboxamide). As a reaction SMILES: [CH:1](=[C:8]1[CH2:12][N:11]([C:13]([O:15]C(C)(C)C)=O)[C@H:10]([C:20]([OH:22])=O)[CH2:9]1)[C:2]1[CH:7]=[CH:6][CH:5]=[CH:4][CH:3]=1.[C:23]1([CH:29]([C:33]2[CH:38]=[CH:37][CH:36]=[CH:35][CH:34]=2)C(Cl)=O)[CH:28]=[CH:27][CH:26]=[CH:25][CH:24]=1.[CH2:39]([N:41]([CH2:45][CH3:46])[CH2:42][CH2:43][NH2:44])[CH3:40]>>[CH:1](=[C:8]1[CH2:12][N:11]([C:13](=[O:15])[CH:29]([C:23]2[CH:24]=[CH:25][CH:26]=[CH:27][CH:28]=2)[C:33]2[CH:34]=[CH:35][CH:36]=[CH:37][CH:38]=2)[C@H:10]([C:20]([NH:44][CH2:43][CH2:42][N:41]([CH2:45][CH3:46])[CH2:39][CH3:40])=[O:22])[CH2:9]1)[C:2]1[CH:3]=[CH:4][CH:5]=[CH:6][CH:7]=1. Procedure: Following the general method as outlined in Example 22, starting from (2S,4EZ)-4-benzylidene-1-(tert-butoxycarbonyl)-2-pyrrolidinecarboxylic acid, diphenylacetyl chloride, and N1,N1-diethyl-1,2-ethanediamine the title compound was obtained in 71% purity by LC/MS. MS(ESI+): m/z=496.4. The reactants are Cc1nn(-c2ncccc2CN(C)C)cc1CO, ClCCl. Yields the product Cc1nn(-c2ncccc2CN(C)C)cc1C=O. As a reaction SMILES: [CH3:1][N:2]([CH3:3])[CH2:4][c:5]1[c:6](-[n:11]2[n:12][c:13]([CH3:18])[c:14]([CH2:16][OH:17])[cH:15]2)[n:7][cH:8][cH:9][cH:10]1.[Cl:19][CH2:20][Cl:21]>>[CH3:1][N:2]([CH3:3])[CH2:4][c:5]1[c:6](-[n:11]2[n:12][c:13]([CH3:18])[c:14]([CH:16]=[O:17])[cH:15]2)[n:7][cH:8][cH:9][cH:10]1. Reactants: O=C([O-])[O-], CN(C)C=O, CCOc1cc(N2CCN(C(=O)CCl)CC2)ccc1Cl, Cc1[nH]nc(-c2cccc(C#N)n2)c1Cl, [K+], [K+]. The product is CCOc1cc(N2CCN(C(=O)Cn3nc(-c4cccc(C#N)n4)c(Cl)c3C)CC2)ccc1Cl. RXN SMILES: [C:36](=[O:37])([O-:38])[O-:39].[CH3:42][N:43]([CH3:44])[CH:45]=[O:46].[Cl:16][CH2:17][C:18](=[O:19])[N:20]1[CH2:21][CH2:22][N:23]([c:26]2[cH:27][c:28]([O:33][CH2:34][CH3:35])[c:29]([Cl:32])[cH:30][cH:31]2)[CH2:24][CH2:25]1.[Cl:1][c:2]1[c:3](-[c:8]2[n:9][c:10]([C:14]#[N:15])[cH:11][cH:12][cH:13]2)[n:4][nH:5][c:6]1[CH3:7].[K+:40].[K+:41]>>[Cl:1][c:2]1[c:3](-[c:8]2[n:9][c:10]([C:14]#[N:15])[cH:11][cH:12][cH:13]2)[n:4][n:5]([CH2:17][C:18](=[O:19])[N:20]2[CH2:21][CH2:22][N:23]([c:26]3[cH:27][c:28]([O:33][CH2:34][CH3:35])[c:29]([Cl:32])[cH:30][cH:31]3)[CH2:24][CH2:25]2)[c:6]1[CH3:7]. Reactants: CC1(OCC(OC1)CO)C ((5,5-dimethyl-[1,4]dioxan-2-yl)-methanol), [OH-].[K+] (potassium hydroxide), [Mn](=O)(=O)(=O)[O-].[K+] (potassium permanganate). Solvent: O (water). Reaction conditions: temperature 5 celsius, time 1 hour. Yields the product CC1(OCC(OC1)C(=O)O)C (5,5-dimethyl-[1,4]dioxane-2-carboxylic acid). Isolated yield 100.0%. Reaction SMILES: [CH3:1][C:2]1([CH3:10])[CH2:7][O:6][CH:5]([CH2:8][OH:9])[CH2:4][O:3]1.[OH-].[K+].[Mn]([O-])(=O)(=O)=[O:14].[K+]>O>[CH3:1][C:2]1([CH3:10])[CH2:7][O:6][CH:5]([C:8]([OH:14])=[O:9])[CH2:4][O:3]1 |f:1.2,3.4|. Procedure details: A solution of (5,5-dimethyl-[1,4]dioxan-2-yl)-methanol (657 mg, 4.5 mmol) in 1 M potassium hydroxide solution (6.7 mL, 6.7 mmol) was stirred at 5° C. A solution of potassium permanganate (1.42 g, 9 mmol) in water (10 mL) was added dropwise maintaining the internal temperature below 10° C. The reaction mixture was stirred at 5° C. for 1 h and then at room temperature for 18 h. The reaction mixture was filtered through Celite and the filter pad was washed with water and methanol and the filtrate w...